This data is from the Open Reaction Database (ORD), a public repository of structured organic reaction records. The task is: describe an organic reaction: reactants, conditions, products, and yield Starting materials: ClCCl, c1ccc(C2COC23CO3)cc1, c1c[nH]nn1. The product is OCC1(n2nccn2)OCC1c1ccccc1. Reaction SMILES: [Cl:18][CH2:19][Cl:20].[c:6]1([CH:12]2[CH2:13][O:14][C:15]23[O:16][CH2:17]3)[cH:7][cH:8][cH:9][cH:10][cH:11]1.[nH:1]1[n:2][n:3][cH:4][cH:5]1>>[n:1]1[n:2]([C:15]2([CH2:17][OH:16])[CH:12]([c:6]3[cH:7][cH:8][cH:9][cH:10][cH:11]3)[CH2:13][O:14]2)[n:3][cH:4][cH:5]1.